From a dataset of the Open Reaction Database (ORD), a public repository of structured organic reaction records. describe an organic reaction: reactants, conditions, products, and yield Reactants: NC1=C(C#N)C(=CC=C1)OCC1CCN(CC1)C(CC)=O (2-amino-6-((1-propionylpiperidin-4-yl)methoxy)benzonitrile), C(CC(=O)C)(=O)OCC (ethyl acetoacetate). Product: NC1=C(C(=NC2=CC=CC(=C12)OCC1CCN(CC1)C(CC)=O)C)C(=O)OCC (ethyl 4-amino-2-methyl-5-((1-propionylpiperidin-4-yl)methoxy)quinoline-3-carboxylate). Reaction SMILES: [NH2:1][C:2]1[CH:9]=[CH:8][CH:7]=[C:6]([O:10][CH2:11][CH:12]2[CH2:17][CH2:16][N:15]([C:18](=[O:21])[CH2:19][CH3:20])[CH2:14][CH2:13]2)[C:3]=1[C:4]#[N:5].[C:22]([O:28][CH2:29][CH3:30])(=[O:27])[CH2:23][C:24]([CH3:26])=O>>[NH2:5][C:4]1[C:3]2[C:2](=[CH:9][CH:8]=[CH:7][C:6]=2[O:10][CH2:11][CH:12]2[CH2:17][CH2:16][N:15]([C:18](=[O:21])[CH2:19][CH3:20])[CH2:14][CH2:13]2)[N:1]=[C:24]([CH3:26])[C:23]=1[C:22]([O:28][CH2:29][CH3:30])=[O:27]. Procedure: Prepared as in Example 2a from 2-amino-6-((1-propionylpiperidin-4-yl)methoxy)benzonitrile (Example 153b) and ethyl acetoacetate as an off-white solid (41%). MS 400 (MH+). The product is CC(C=O)NC(=O)OC(C)(C)C. As a reaction SMILES: [C:1]([CH3:2])([CH3:3])([CH3:4])[O:5][C:6](=[O:7])[NH:8][CH:9]([C:10](=[O:11])[O:12][CH3:13])[CH3:14].[CH2:16]([Al+:17][CH2:18][CH:19]([CH3:20])[CH3:21])[CH:22]([CH3:23])[CH3:24].[Cl:25][CH2:26][Cl:27].[H-:15]>>[C:1]([CH3:2])([CH3:3])([CH3:4])[O:5][C:6](=[O:7])[NH:8][CH:9]([CH:10]=[O:11])[CH3:14]. Starting materials: COC(=O)C(C)NC(=O)OC(C)(C)C, CC(C)C[Al+]CC(C)C, ClCCl, [H-]. Reactants: C(CC(O)(C(=O)O)CC(=O)O)(=O)O (citric acid), C(C)[Mg]Cl (ethylmagnesium chloride), C(C)[Mg]Cl (ethylmagnesium chloride), N-Boc-2-(3-hydroxy)benzylmorpholine, C(=O)(OC(C)(C)C)N1C[C@H](OCC1)CC1=CC(=CC=C1)C=CC=1C=NC=CC1 (N-Boc-(R)-2-(3-(2-(3-pyridinyl)vinyl)-benzyl)morpholine), CN1CCCC1=O (NMP). Reagents/catalysts: [Fe+3] (iron (III)), [Fe+3] (iron (III)). The solvent is C(C)(=O)OCC (ethyl acetate), O1CCCC1 (tetrahydrofuran). Run at time 30 minute. Product: C(C)C=1C=C(CC2CNCCO2)C=CC1 (2-(3-Ethyl-benzyl)-morpholine), example 69. Reaction SMILES: C([N:8]1[CH2:13][CH2:12][O:11][C@H:10]([CH2:14][C:15]2[CH:20]=[CH:19][CH:18]=[C:17]([CH:21]=[CH:22]C3C=NC=CC=3)[CH:16]=2)[CH2:9]1)(OC(C)(C)C)=O.CN1C(=O)CCC1.C([Mg]Cl)C.C(O)(=O)CC(CC(O)=O)(C(O)=O)O>O1CCCC1.[Fe+3].C(OCC)(=O)C>[CH2:21]([C:17]1[CH:16]=[C:15]([CH:20]=[CH:19][CH:18]=1)[CH2:14][CH:10]1[O:11][CH2:12][CH2:13][NH:8][CH2:9]1)[CH3:22]. Reported procedure: N-Boc-2-(3-hydroxy)benzylmorpholine, trifluoromethylsulfonate ester intermediate (a) (62 mg, 0.16 mmol) was dissolved in tetrahydrofuran (3 mL) and NMP (0.3 mL) under an atmosphere of nitrogen, at room temperature then iron (III) ac ethyl acetateetate (3 mg, 7.3 umol) was added in one portion to give an orange solution. To the reaction mixture was added ethylmagnesium chloride (2.0M solution in tetrahydrofuran, 0.11 mL, 0.22 mmol) dropwise over 2 minutes and the reaction stirred at room temperat... The reactants are C(C1=CC=CC=C1)NC(C(C)C)C=1C(=NN2C1C=CC=C2)C(C)C (N-benzyl-1-(2-isopropylpyrazolo[1,5-a]pyridin-3-yl)-2-methylpropan-1-amine). Reagents/catalysts: O=[Pt]=O (PtO2). The solvent is C(C)(=O)O (acetic acid). Reaction conditions: time 4 hour. Yields the product C(C)(C)C1=NN2C(CCCC2)=C1C(C(C)C)N (1-(2-isopropyl-4,5,6,7-tetrahydropyrazolo[1,5-a]pyridin-3-yl)-2-methylpropan-1-amine). Yield: 36.9%. As a reaction SMILES: C([NH:8][CH:9]([C:13]1[C:14]([CH:22]([CH3:24])[CH3:23])=[N:15][N:16]2[CH:21]=[CH:20][CH:19]=[CH:18][C:17]=12)[CH:10]([CH3:12])[CH3:11])C1C=CC=CC=1>C(O)(=O)C.O=[Pt]=O>[CH:22]([C:14]1[C:13]([CH:9]([NH2:8])[CH:10]([CH3:12])[CH3:11])=[C:17]2[CH2:18][CH2:19][CH2:20][CH2:21][N:16]2[N:15]=1)([CH3:24])[CH3:23]. Procedure: To a solution of 600 mg (4.6 mmol) of N-benzyl-1-(2-isopropylpyrazolo[1,5-a]pyridin-3-yl)-2-methylpropan-1-amine in 10 ml of acetic acid was added 100 mg of PtO2 in hydrogenation bottle. H2 was applied at 50 psi for 4 hours. The reaction was worked up by filtration and dilution with 0.1N HCl to provide 503 mg of crude product. Purification by C18 preparative HPLC furnished 400 mg of purified 1-(2-isopropyl-4,5,6,7-tetrahydropyrazolo[1,5-a]pyridin-3-yl)-2-methylpropan-1-amine after lyophilization... Starting materials: C1CCOC1, CO, CCOC(=O)C=Cc1cnc(NC2CCN(C(=O)Nc3ccc(Cl)cc3)CC2)c(Cl)c1, Cl, [Na+], [OH-]. Product: O=C(O)C=Cc1cnc(NC2CCN(C(=O)Nc3ccc(Cl)cc3)CC2)c(Cl)c1. Reaction SMILES: [CH2:35]1[O:36][CH2:37][CH2:38][CH2:39]1.[CH3:40][OH:41].[Cl:1][c:2]1[cH:3][c:4]([CH:25]=[CH:26][C:27](=[O:28])[O:29][CH2:30][CH3:31])[cH:5][n:6][c:7]1[NH:8][CH:9]1[CH2:10][CH2:11][N:12]([C:15](=[O:16])[NH:17][c:18]2[cH:19][cH:20][c:21]([Cl:24])[cH:22][cH:23]2)[CH2:13][CH2:14]1.[ClH:34].[Na+:33].[OH-:32]>>[Cl:1][c:2]1[cH:3][c:4]([CH:25]=[CH:26][C:27](=[O:28])[OH:29])[cH:5][n:6][c:7]1[NH:8][CH:9]1[CH2:10][CH2:11][N:12]([C:15](=[O:16])[NH:17][c:18]2[cH:19][cH:20][c:21]([Cl:24])[cH:22][cH:23]2)[CH2:13][CH2:14]1. Reactants: Cl (hydrochloric acid), paradium-carbon, C(C1=CC=CC=C1)N1CC2=C(C(=CC=C2C(C1)C1=CC(=C(C=C1)O)O)O)NC=O (2-benzyl-4-(3,4-dihydroxyphenyl)-8-formamido-7-hydroxy-1,2,3,4-tetrahydroisoquinoline). The solvent is C(C)O (ethanol). Yields the product Cl.OC=1C=C(C=CC1O)C1CNCC2=C(C(=CC=C12)O)NC=O (4-(3,4-dihydroxyphenyl)-8-formamido-7-hydroxy-1,2,3,4-tetrahydroisoquinoline hydrochloride). Yield: 82.4%. RXN SMILES: C([N:8]1[CH2:17][CH:16]([C:18]2[CH:23]=[CH:22][C:21]([OH:24])=[C:20]([OH:25])[CH:19]=2)[C:15]2[C:10](=[C:11]([NH:27][CH:28]=[O:29])[C:12]([OH:26])=[CH:13][CH:14]=2)[CH2:9]1)C1C=CC=CC=1.[ClH:30]>C(O)C>[ClH:30].[OH:25][C:20]1[CH:19]=[C:18]([CH:16]2[C:15]3[C:10](=[C:11]([NH:27][CH:28]=[O:29])[C:12]([OH:26])=[CH:13][CH:14]=3)[CH2:9][NH:8][CH2:17]2)[CH:23]=[CH:22][C:21]=1[OH:24] |f:3.4|. Reported procedure: 450 mg of 2-benzyl-4-(3,4-dihydroxyphenyl)-8-formamido-7-hydroxy-1,2,3,4-tetrahydroisoquinoline was dissolved in 9 ml of ethanol, and after adding thereto 0.86 ml of 2M hydrochloric acid 0.05 g of 10% paradium-carbon, hydrogenation reaction was performed at room temperature. The hydrogenation reaction was over, the reaction mixture was filtered, and concentrated. The residue was changed to precipitates with treatment of isopropyl alcohol and acetonitrile, and the precipitates was collected by fi... Reactants: [K+].[Br-] (KBr), C1(=CC=CC=C1)[C@@H]1N([C@@H](CC1)C1=CC=CC=C1)C(CNC(NC1=CC=C(C=C1)CC(=O)OCC1=CC=CC=C1)=O)=O (benzyl cis-4-{3-[2-(2,5-diphenyl-1-pyrrolidinyl)-2-oxoethyl]ureido}phenylacetate). Solvent: O (water), CO (methanol). Product: [OH-].[K+] (potassium hydroxide), C1(=CC=CC=C1)[C@@H]1N([C@@H](CC1)C1=CC=CC=C1)C(CNC(NC1=CC=C(C=C1)CC(=O)O)=O)=O (cis-4-{3-[2-(2,5-diphenyl-1-pyrrolidinyl)-2-oxoethyl]ureido}phenylacetic acid). Reaction SMILES: [C:1]1([C@H:7]2[CH2:11][CH2:10][C@@H:9]([C:12]3[CH:17]=[CH:16][CH:15]=[CH:14][CH:13]=3)[N:8]2[C:18](=[O:41])[CH2:19][NH:20][C:21](=[O:40])[NH:22][C:23]2[CH:28]=[CH:27][C:26]([CH2:29][C:30]([O:32]CC3C=CC=CC=3)=[O:31])=[CH:25][CH:24]=2)[CH:6]=[CH:5][CH:4]=[CH:3][CH:2]=1.[K+:42].[Br-]>CO.O>[OH-:31].[K+:42].[C:12]1([C@H:9]2[CH2:10][CH2:11][C@@H:7]([C:1]3[CH:6]=[CH:5][CH:4]=[CH:3][CH:2]=3)[N:8]2[C:18](=[O:41])[CH2:19][NH:20][C:21](=[O:40])[NH:22][C:23]2[CH:28]=[CH:27][C:26]([CH2:29][C:30]([OH:32])=[O:31])=[CH:25][CH:24]=2)[CH:17]=[CH:16][CH:15]=[CH:14][CH:13]=1 |f:1.2,5.6|. Reported procedure: By proceeding in a fashion similar to that described in Example 9, but starting from 4 g of benzyl cis-4-{3-[2-(2,5-diphenyl-1-pyrrolidinyl)-2-oxoethyl]ureido}phenylacetate in solution in 65 cm3 of methanol and 0.61 g of potassium hydroxide in solution in 12 cm3 of water, and after treatment, 1.8 g of cis-4-{3-[2-(2,5-diphenyl-1-pyrrolidinyl)-2-oxoethyl]ureido}phenylacetic acid, melting at 221° C., are obtained [proton NMR (200 MHz, DMSO D6, δ in ppm), 1.4 to 2.4 (m, 4H, CH2 --CH2); 3.3 (s, 2H, ... Reactants: Cl.CCOC(=O)C (hydrogen chloride EtOAc), N1=CC=C(C=C1)/C=C/C1CCN(CC1)C(=O)OC(C)(C)C (tert-butyl 4-[(E)-2-pyridin-4-ylvinyl]piperidine-1-carboxylate), [H][H] (hydrogen). The reagents and catalysts are [Pt]=O (platinum oxide). Solvent: C(C)O (ethanol). The product is Cl.N1CCC(CC1)CCC1CCN(CC1)C(=O)OC(C)(C)C (tert-butyl 4-(2-piperidin-4-ylethyl)piperidine-1-carboxylate hydrochloride). RXN SMILES: [ClH:1].CCOC(C)=O.[N:8]1[CH:13]=[CH:12][C:11](/[CH:14]=[CH:15]/[CH:16]2[CH2:21][CH2:20][N:19]([C:22]([O:24][C:25]([CH3:28])([CH3:27])[CH3:26])=[O:23])[CH2:18][CH2:17]2)=[CH:10][CH:9]=1.[H][H]>[Pt]=O.C(O)C>[ClH:1].[NH:8]1[CH2:9][CH2:10][CH:11]([CH2:14][CH2:15][CH:16]2[CH2:17][CH2:18][N:19]([C:22]([O:24][C:25]([CH3:28])([CH3:27])[CH3:26])=[O:23])[CH2:20][CH2:21]2)[CH2:12][CH2:13]1 |f:0.1,6.7|. Procedure details: A 4 M hydrogen chloride/EtOAc solution (0.88 ml) and platinum oxide (100 mg) were added to an ethanol (25 ml) solution of tert-butyl 4-[(E)-2-pyridin-4-ylvinyl]piperidine-1-carboxylate (1.02 g), followed by stirring in the presence of hydrogen (3.5 atm) for 24 hours. This was purged with argon, diluted with methanol, filtered through Celite, and concentrated under reduced pressure. The solid precipitated was washed with EtOAc/hexane, and dried under reduced pressure to obtain tert-butyl 4-(2-pip... The reactants are Cc1cc(Br)c(C)c2c1OC(C)(C)C2, COc1ccc(C2CNCCO2)cc1. Product: COc1ccc(C2CN(c3cc(C)c4c(c3C)CC(C)(C)O4)CCO2)cc1. RXN SMILES: [Br:1][c:2]1[cH:3][c:4]([CH3:14])[c:5]2[c:6]([c:12]1[CH3:13])[CH2:7][C:8]([CH3:10])([CH3:11])[O:9]2.[CH3:15][O:16][c:17]1[cH:18][cH:19][c:20]([CH:23]2[O:24][CH2:25][CH2:26][NH:27][CH2:28]2)[cH:21][cH:22]1>>[c:2]1([N:27]2[CH2:26][CH2:25][O:24][CH:23]([c:20]3[cH:19][cH:18][c:17]([O:16][CH3:15])[cH:22][cH:21]3)[CH2:28]2)[cH:3][c:4]([CH3:14])[c:5]2[c:6]([c:12]1[CH3:13])[CH2:7][C:8]([CH3:10])([CH3:11])[O:9]2. Starting materials: CNC1=NC2=CC=CC=C2C=C1[N+](=O)[O-] (2-Methylamino-3-nitroquinoline), NC=1C(=NNC1NC)COCCOC (4-Amino-3-(2-methoxyethoxy)methyl-5-methylaminopyrazole). Product: NC=1C(=NC2=CC=CC=C2C1)NC (3-Amino-2-methylaminoquinoline). The yield is 97.3%. As a reaction SMILES: [CH3:1][NH:2][C:3]1[C:12]([N+:13]([O-])=O)=[CH:11][C:10]2[C:5](=[CH:6][CH:7]=[CH:8][CH:9]=2)[N:4]=1.NC1C(COCCOC)=NNC=1NC>>[NH2:13][C:12]1[C:3]([NH:2][CH3:1])=[N:4][C:5]2[C:10]([CH:11]=1)=[CH:9][CH:8]=[CH:7][CH:6]=2. Procedure: 2-Methylamino-3-nitroquinoline (711 mg, 3.5 mmol) was reduced according to the procedure of Preparation 11 (d) to give the title compound, (590 mg, 97%), m.p. 133°-136° C.